Dataset: the Open Reaction Database (ORD), a public repository of structured organic reaction records. Task: describe an organic reaction: reactants, conditions, products, and yield Reactants: C=CCCCCCC (1-octene), C=CCCCC (1-hexene), Al. Product: C=CCC.C=CCCCCCC (1-Butene 1-Octene). As a reaction SMILES: [CH2:1]=[CH:2][CH2:3][CH2:4][CH2:5][CH2:6][CH2:7][CH3:8].C=CCCCC>>[CH2:1]=[CH:2][CH2:3][CH3:4].[CH2:1]=[CH:2][CH2:3][CH2:4][CH2:5][CH2:6][CH2:7][CH3:8] |f:2.3|. Procedure: The polymerization was performed as in Example 29, except that 1-octene was fed directly to the reactor instead of 1-hexene. The process conditions employed are in Table 3. The Al:Zr mole ratio was about 1000:1 in Examples 29-31 and about 1150:1 in Examples 32-33.